From a dataset of the Open Reaction Database (ORD), a public repository of structured organic reaction records. describe an organic reaction: reactants, conditions, products, and yield Starting materials: C(C)(=O)O[C@H]1[C@@H](O[C@@H]([C@H]([C@@H]1OC(C)=O)O[C@@H]1[C@H](OC(C)=O)[C@@H](OC(C)=O)[C@H](OC(C)=O)[C@H](O1)COC(C)=O)COC(C)=O)SC1=CC=C(C=C1)NC(CCCCCCC(=O)NC1=CC=C(C=C1)S[C@H]1[C@H](OC(C)=O)[C@@H](OC(C)=O)[C@H](O[C@@H]2[C@H](OC(C)=O)[C@@H](OC(C)=O)[C@H](OC(C)=O)[C@H](O2)COC(C)=O)[C@H](O1)COC(C)=O)=O (N,N'-bis[4-[2,3,6-tri-O-acetyl-4-O-(2,3,4,6-tetra-O-acetyl-α-D-glucopyranosyl)-β-D-glucopyranosylthio]phenyl]octanediamide). Run in CO (methanol), N (ammonia). Conditions: time 18 hour. Yields the product [C@H]1([C@H](O)[C@@H](O)[C@H](O)[C@H](O1)CO)O[C@H]1[C@@H]([C@H]([C@@H](O[C@@H]1CO)SC1=CC=C(C=C1)NC(CCCCCCC(=O)NC1=CC=C(C=C1)S[C@H]1[C@H](O)[C@@H](O)[C@H](O[C@@H]2[C@H](O)[C@@H](O)[C@H](O)[C@H](O2)CO)[C@H](O1)CO)=O)O)O (N,N'-Bis[4-[4-O-(α-D-glucopyranosyl)-β-D-glucopyranosylthio]phenyl]octanediamide). As a reaction SMILES: C([O:4][C@@H:5]1[C@@H:10]([O:11]C(=O)C)[C@H:9]([O:15][C@H:16]2[O:33][C@H:32]([CH2:34][O:35]C(=O)C)[C@@H:27]([O:28]C(=O)C)[C@H:22]([O:23]C(=O)C)[C@H:17]2[O:18]C(=O)C)[C@@H:8]([CH2:39][O:40]C(=O)C)[O:7][C@H:6]1[S:44][C:45]1[CH:50]=[CH:49][C:48]([NH:51][C:52](=[O:112])[CH2:53][CH2:54][CH2:55][CH2:56][CH2:57][CH2:58][C:59]([NH:61][C:62]2[CH:67]=[CH:66][C:65]([S:68][C@@H:69]3[O:106][C@H:105]([CH2:107][O:108]C(=O)C)[C@@H:80]([O:81][C@H:82]4[O:99][C@H:98]([CH2:100][O:101]C(=O)C)[C@@H:93]([O:94]C(=O)C)[C@H:88]([O:89]C(=O)C)[C@H:83]4[O:84]C(=O)C)[C@H:75]([O:76]C(=O)C)[C@H:70]3[O:71]C(=O)C)=[CH:64][CH:63]=2)=[O:60])=[CH:47][CH:46]=1)(=O)C>CO.N>[C@H:82]1([O:81][C@@H:80]2[C@@H:105]([CH2:107][OH:108])[O:106][C@@H:69]([S:68][C:65]3[CH:66]=[CH:67][C:62]([NH:61][C:59](=[O:60])[CH2:58][CH2:57][CH2:56][CH2:55][CH2:54][CH2:53][C:52]([NH:51][C:48]4[CH:47]=[CH:46][C:45]([S:44][C@@H:6]5[O:7][C@H:8]([CH2:39][OH:40])[C@@H:9]([O:15][C@H:16]6[O:33][C@H:32]([CH2:34][OH:35])[C@@H:27]([OH:28])[C@H:22]([OH:23])[C@H:17]6[OH:18])[C@H:10]([OH:11])[C@H:5]5[OH:4])=[CH:50][CH:49]=4)=[O:112])=[CH:63][CH:64]=3)[C@H:70]([OH:71])[C@H:75]2[OH:76])[O:99][C@H:98]([CH2:100][OH:101])[C@@H:93]([OH:94])[C@H:88]([OH:89])[C@H:83]1[OH:84]. Procedure: A 28.4 g portion of N,N'-bis[4-[2,3,6-tri-O-acetyl-4-O-(2,3,4,6-tetra-O-acetyl-α-D-glucopyranosyl)-β-D-glucopyranosylthio]phenyl]octanediamide was dissolved in a 0° C. solution of 500 ml of methanol saturated with ammonia. The solution was allowed to stand at 0° C., under an inert atmosphere, for 18 hours, then was warmed to ambient temperature and evaporated. The residue was triturated with 200 ml of absolute ethanol, filtered, washed in sequence with absolute ethanol, acetonitrile, then ether ... Starting materials: BrC=1C=CC2=C(C(C3=C(C=C2)C=CC=C3)N)C1 (3-bromo-5H-dibenzo[a,d]cycloheptene-5-ylamine), I.CSC=1NCCN1 (2-methylmercapto-4,5-dihydroimidazole hydroiodide), CCOCC (ether). Solvent: C(C)O (ethanol), C(C)O (ethanol). Product: I.N1C(NCC1)=NC1C2=C(C=CC3=C1C=C(C=C3)Br)C=CC=C2 (N-(2-imidazolidinylidene)-3-bromo-5H-dibenzo[a,d]cyclohepten-5-amine hydroiodide). As a reaction SMILES: [Br:1][C:2]1[CH:3]=[CH:4][C:5]2[CH:11]=[CH:10][C:9]3[CH:12]=[CH:13][CH:14]=[CH:15][C:8]=3[CH:7]([NH2:16])[C:6]=2[CH:17]=1.[IH:18].CS[C:21]1[NH:22][CH2:23][CH2:24][N:25]=1.CCOCC>C(O)C>[IH:18].[NH:22]1[CH2:23][CH2:24][NH:25][C:21]1=[N:16][CH:7]1[C:6]2[CH:17]=[C:2]([Br:1])[CH:3]=[CH:4][C:5]=2[CH:11]=[CH:10][C:9]2[CH:12]=[CH:13][CH:14]=[CH:15][C:8]1=2 |f:1.2,5.6|. Procedure details: 6.90 grams (0.024 mole) of 3-bromo-5H-dibenzo[a,d]cycloheptene-5-ylamine, 2.95 grams (0.012 mole) of 2-methylmercapto-4,5-dihydroimidazole hydroiodide, and 65 milliliters of absolute ethanol were stirred together and refluxed for 28 hours. At the end of this period, the solvent was evaporated under reduced pressure and the residue triturated with five 100 milliliter portions of diethyl ether to obtain a purified residue. The purified residue was dissolved in 20 milliliters of absolute ethanol an... Starting materials: C(C)(=O)OC(C)=O (Acetic anhydride), ClC1=CC=C(C=2N3C(=NC21)N(CCC3)C3=NC=C(C=C3Cl)Cl)C(CC)O (1-[9-chloro-1-(3,5-dichloropyridin-2-yl)-1,2,3,4-tetrahydropyrimido[1,2-a]benzimidazol-6-yl]propan-1-ol). Run in N1=CC=CC=C1 (pyridine). Run at time 13 hour. The product is C(C)(=O)OC(CC)C1=CC=C(C2=C1N1C(=N2)N(CCC1)C1=NC=C(C=C1Cl)Cl)Cl (1-[9-Chloro-1-(3,5-dichloropyridin-2-yl)-1,2,3,4-tetrahydropyrimido[1,2-a]benzimidazol-6-yl]propyl acetate). The yield is 74.7%. As a reaction SMILES: [C:1](OC(=O)C)(=[O:3])[CH3:2].[Cl:8][C:9]1[C:17]2[N:16]=[C:15]3[N:18]([C:22]4[C:27]([Cl:28])=[CH:26][C:25]([Cl:29])=[CH:24][N:23]=4)[CH2:19][CH2:20][CH2:21][N:14]3[C:13]=2[C:12]([CH:30]([OH:33])[CH2:31][CH3:32])=[CH:11][CH:10]=1>N1C=CC=CC=1>[C:1]([O:33][CH:30]([C:12]1[C:13]2[N:14]3[CH2:21][CH2:20][CH2:19][N:18]([C:22]4[C:27]([Cl:28])=[CH:26][C:25]([Cl:29])=[CH:24][N:23]=4)[C:15]3=[N:16][C:17]=2[C:9]([Cl:8])=[CH:10][CH:11]=1)[CH2:31][CH3:32])(=[O:3])[CH3:2]. Procedure: Acetic anhydride (0.20 mL, 2.10 mmol) was added to a stirred solution of 1-[9-chloro-1-(3,5-dichloropyridin-2-yl)-1,2,3,4-tetrahydropyrimido[1,2-a]benzimidazol-6-yl]propan-1-ol (94.1 mg, 0.229 mmol) in pyridine (1.5 mL) at room temperature, and the mixture was stirred at room temperature for 13 hr. The mixture was concentrated in vacuo, diluted with saturated aqueous sodium hydrogen carbonate, and extracted with ethyl acetate. The combined organic layer was washed with brine, dried over anhydrou... Starting materials: BrCCCCCCCCCC (1-bromodecane), C(C)O (ethanol), polymer, [OH-].[Na+] (sodium hydroxide), [OH-].[Na+] (NaOH), O (water), Cl (HCl). Conditions: temperature 75 celsius. Yields the product BrCCCCCCCCCCCC (1-Bromododecane). RXN SMILES: O.[Br:2][CH2:3][CH2:4][CH2:5][CH2:6][CH2:7][CH2:8][CH2:9][CH2:10][CH2:11][CH3:12].[OH-].[Na+].Cl.[CH2:16](O)[CH3:17]>>[Br:2][CH2:3][CH2:4][CH2:5][CH2:6][CH2:7][CH2:8][CH2:9][CH2:10][CH2:11][CH2:12][CH2:16][CH3:17] |f:2.3|. Procedure: The ground polymer of Example 23 (5 g) was placed in a 500 mL 3-necked round-bottomed flask and suspended in 100 mL deionized water and the suspension was stirred with a mechanical stirrer. To this swollen gel, a solution of 15 g 1-bromodecane in 100 mL ethanol was added and the reaction mixture was stirred for 10 minutes. 2 g 50% aqueous sodium hydroxide was then added and the reaction mixture was stirred at room temperature for 40 minutes followed by heating to 75° C. Subsequently, an addition... As a reaction SMILES: [C:94](=[O:95])([O:96][C:97]([CH3:98])([CH3:99])[CH3:100])[NH:101][CH:102]1[CH2:103][NH:104][CH2:105][CH2:106]1.[Cl:1][c:2]1[n:3][c:4]([NH:25][CH2:26][CH:27]([c:28]2[cH:29][cH:30][cH:31][cH:32][cH:33]2)[c:34]2[cH:35][cH:36][cH:37][cH:38][cH:39]2)[c:5]2[n:6][cH:7][n:8]([CH:11]3[CH:12]([OH:24])[CH:13]([OH:23])[CH:14]([n:16]4[n:17][c:18]([CH2:21][CH3:22])[n:19][n:20]4)[CH2:15]3)[c:9]2[n:10]1.[F:40][C:41]([C:42](=[O:43])[OH:44])([F:45])[F:46].[c:47]1([CH:48]([c:49]2[cH:50][cH:51][cH:52][cH:53][cH:54]2)[CH2:55][NH:56][c:57]2[n:58][c:59]([NH:60][CH2:61][CH2:62][N:63]3[CH2:64][CH2:65][CH2:66][CH2:67][CH2:68]3)[n:69][c:70]3[c:71]2[n:72][cH:73][n:74]3[CH:75]2[CH2:76][CH:77]([n:78]3[cH:79][c:80]([CH2:81][OH:82])[cH:83][n:84]3)[CH:85]([OH:86])[CH:87]2[OH:88])[cH:89][cH:90][cH:91][cH:92][cH:93]1>>[F:40][C:41]([C:42](=[O:43])[OH:44])([F:45])[F:46].[c:2]1([N:104]2[CH2:103][CH:102]([NH:101][C:94](=[O:95])[O:96][C:97]([CH3:98])([CH3:99])[CH3:100])[CH2:106][CH2:105]2)[n:3][c:4]([NH:25][CH2:26][CH:27]([c:28]2[cH:29][cH:30][cH:31][cH:32][cH:33]2)[c:34]2[cH:35][cH:36][cH:37][cH:38][cH:39]2)[c:5]2[n:6][cH:7][n:8]([CH:11]3[CH:12]([OH:24])[CH:13]([OH:23])[CH:14]([n:16]4[n:17][c:18]([CH2:21][CH3:22])[n:19][n:20]4)[CH2:15]3)[c:9]2[n:10]1. The product is O=C(O)C(F)(F)F, CCc1nnn(C2CC(n3cnc4c(NCC(c5ccccc5)c5ccccc5)nc(N5CCC(NC(=O)OC(C)(C)C)C5)nc43)C(O)C2O)n1. Reactants: CC(C)(C)OC(=O)NC1CCNC1, CCc1nnn(C2CC(n3cnc4c(NCC(c5ccccc5)c5ccccc5)nc(Cl)nc43)C(O)C2O)n1, O=C(O)C(F)(F)F, OCc1cnn(C2CC(n3cnc4c(NCC(c5ccccc5)c5ccccc5)nc(NCCN5CCCCC5)nc43)C(O)C2O)c1.